Dataset: the Open Reaction Database (ORD), a public repository of structured organic reaction records. Task: describe an organic reaction: reactants, conditions, products, and yield Reactants: C(C)(C)(C)OC(NC=1OCC[C@@](N1)(C)C1=C(C=CC(=C1)N)F)=O ([(S)-4-(5-amino-2-fluoro-phenyl)-4-methyl-5,6-dihydro-4H-[1,3]oxazin-2-yl]-carbamic acid tert-butyl ester), F1, ClC1=CC=CC(=N1)C(=O)O (6-chloro-pyridine-2-carboxylic acid). Product: NC=1OCC[C@@](N1)(C)C=1C=C(C=CC1F)NC(=O)C1=NC(=CC=C1)Cl (6-Chloro-pyridine-2-carboxylic acid [3-((S)-2-amino-4-methyl-5,6-dihydro-4H-[1,3]oxazin-4-yl)-4-fluoro-phenyl]-amide). RXN SMILES: C(OC(=O)[NH:7][C:8]1[O:9][CH2:10][CH2:11][C@:12]([C:15]2[CH:20]=[C:19]([NH2:21])[CH:18]=[CH:17][C:16]=2[F:22])([CH3:14])[N:13]=1)(C)(C)C.[Cl:24][C:25]1[N:30]=[C:29]([C:31](O)=[O:32])[CH:28]=[CH:27][CH:26]=1>>[NH2:7][C:8]1[O:9][CH2:10][CH2:11][C@:12]([C:15]2[CH:20]=[C:19]([NH:21][C:31]([C:29]3[CH:28]=[CH:27][CH:26]=[C:25]([Cl:24])[N:30]=3)=[O:32])[CH:18]=[CH:17][C:16]=2[F:22])([CH3:14])[N:13]=1. Procedure details: The coupling of [(S)-4-(5-amino-2-fluoro-phenyl)-4-methyl-5,6-dihydro-4H-[1,3]oxazin-2-yl]-carbamic acid tert-butyl ester from experiment F1 (R1=Me) and 6-chloro-pyridine-2-carboxylic acid followed by deprotection using procedure H yielded the title compound. Starting materials: [BH4-].[Na+] (Sodium borohydride), C(C1=CC=CC=C1)N1[C@@]2(C(C=C[C@H]1[C@@H](C2)S(=O)(=O)C2=CC=CC=C2)=O)C2=CC=CC=C2 ((1R*,5S*,6R*)-8-benzyl-1-phenyl-6-phenylsulphonyl-8-azabicyclo[3.2.1]oct-3-en-2-one), alcohols. The solvent is CO (methanol). Reaction conditions: time 1 hour. As a reaction SMILES: [BH4-].[Na+].[CH2:3]([N:10]1[C@@H:15]2[C@H:16]([S:18]([C:21]3[CH:26]=[CH:25][CH:24]=[CH:23][CH:22]=3)(=[O:20])=[O:19])[CH2:17][C@@:11]1([C:28]1[CH:33]=[CH:32][CH:31]=[CH:30][CH:29]=1)[C:12](=[O:27])[CH:13]=[CH:14]2)[C:4]1[CH:9]=[CH:8][CH:7]=[CH:6][CH:5]=1>CO>[CH2:3]([N:10]1[C@@H:15]2[C@H:16]([S:18]([C:21]3[CH:22]=[CH:23][CH:24]=[CH:25][CH:26]=3)(=[O:19])=[O:20])[CH2:17][C@@:11]1([C:28]1[CH:33]=[CH:32][CH:31]=[CH:30][CH:29]=1)[CH:12]([OH:27])[CH:13]=[CH:14]2)[C:4]1[CH:9]=[CH:8][CH:7]=[CH:6][CH:5]=1 |f:0.1|. Procedure: Sodium borohydride (450 mg, 11.8 mmol) was added to a stirred suspension of (1R*,5S*,6R*)-8-benzyl-1-phenyl-6-phenylsulphonyl-8-azabicyclo[3.2.1]oct-3-en-2-one (Description 2; 3.5 g, 8.1 mmol) in methanol (40 ml) at +5° C. The reaction mixture was stirred for 1 hour and quenched with saturated NaHCO3 and concentrated in vacuo to removed methanol. The aqueous phase was extracted with ethyl acetate (3×50 ml). The combined organic extracts were dried (Na2SO4) and concentrated to give a 4.4:1 mixtur... Product: C(C1=CC=CC=C1)N1[C@@]2(C(C=C[C@H]1[C@@H](C2)S(=O)(=O)C2=CC=CC=C2)O)C2=CC=CC=C2 ((1R*,2RS,5S*,6R*)-8-Benzyl-1-phenyl-6-phenylsulphonyl-8-azabicyclo[3.2.1]oct-3-en-2-ol).